From a dataset of the Open Reaction Database (ORD), a public repository of structured organic reaction records. describe an organic reaction: reactants, conditions, products, and yield Starting materials: C1(=CC=C(C=C1)S(=O)(=O)O)C.CC1=NN2C(C=CC=C2)=C1C=1SC(=C(N1)C1=CC=CC=C1)C1=NN=CN1 (2-methyl-3-[4-phenyl-5-(4H-1,2,4-triazol-3-yl)-1,3-thiazol-2-yl]pyrazolo[1,5-a]pyridine p-toluenesulfonate), ClC(C(=O)OCC)C(=O)C1=C(C=CC=C1)F (ethyl 2-chloro-3-(2-fluorophenyl)-3-oxopropanoate). Solvent: CC(C)O (2-propanol). Product: FC1=C(C=CC=C1)C=1N=C(SC1C(=O)OCC)C=1C(=NN2C1C=CC=C2)C (ethyl 4-(2-fluorophenyl)-2-(2-methylpyrazolo[1,5-a]pyridin-3-yl)-1,3-thiazole-5-carboxylate). Isolated yield 68.8%. RXN SMILES: C1(C)C=CC(S(O)(=O)=O)=CC=1.[CH3:12][C:13]1[C:21]([C:22]2[S:23]C(C3NC=NN=3)=C(C3C=CC=CC=3)[N:26]=2)=[C:16]2[CH:17]=[CH:18][CH:19]=[CH:20][N:15]2[N:14]=1.Cl[CH:39]([C:45]([C:47]1[CH:52]=[CH:51][CH:50]=[CH:49][C:48]=1[F:53])=O)[C:40]([O:42][CH2:43][CH3:44])=[O:41]>CC(O)C>[F:53][C:48]1[CH:49]=[CH:50][CH:51]=[CH:52][C:47]=1[C:45]1[N:26]=[C:22]([C:21]2[C:13]([CH3:12])=[N:14][N:15]3[CH:20]=[CH:19][CH:18]=[CH:17][C:16]=23)[S:23][C:39]=1[C:40]([O:42][CH2:43][CH3:44])=[O:41] |f:0.1|. Procedure details: Using 2-methylpyrazolo[1,5-a]pyridine-3-carbothioamide hydrochloride (300 mg, 1.3 mmol) produced in Example 11-B (v), ethyl 2-chloro-3-(2-fluorophenyl)-3-oxopropanoate (1.0 g, 4.09 mmol) produced above and 2-propanol (25 mL) as starting materials and in the same manner as in Example 11(vi), the title compound (341 mg, 68%) was obtained as a yellow solid. The reactants are NC1=CC=CC2=CC=3C4=C(C(N(C(C4=C21)=O)CCN(C)C)=O)C=CC3 (11-amino-2-[2-(dimethylamino)ethyl]-1H-dibenzo[de,h]isoquinoline-1,3(2H)-dione), FC(C1=CC=C(C=C1)N=C=S)(F)F (4-(trifluoromethyl)phenyl isothiocyanate). The solvent is C(C)#N (acetonitrile). Product: CN(CCN1C(C2=C3C(=CC=4C2=C(C1=O)C=CC4)C=CC=C3NC(=S)NC3=CC=C(C=C3)C(F)(F)F)=O)C (1-{2-[2-(dimethylamino)ethyl]-1,3-dioxo-2,3-dihydro-1H-dibenzo[de,h]isoquinolin-11-yl}-3-[4-trifluoromethylphenyl]thiourea), powder. The yield is 90.0%. RXN SMILES: [NH2:1][C:2]1[C:15]2[C:6](=[CH:7][C:8]3[C:9]4[C:14]=2[C:13](=[O:16])[N:12]([CH2:17][CH2:18][N:19]([CH3:21])[CH3:20])[C:11](=[O:22])[C:10]=4[CH:23]=[CH:24][CH:25]=3)[CH:5]=[CH:4][CH:3]=1.[F:26][C:27]([F:38])([F:37])[C:28]1[CH:33]=[CH:32][C:31]([N:34]=[C:35]=[S:36])=[CH:30][CH:29]=1>C(#N)C>[CH3:21][N:19]([CH3:20])[CH2:18][CH2:17][N:12]1[C:11](=[O:22])[C:10]2[CH:23]=[CH:24][CH:25]=[C:8]3[C:9]=2[C:14](=[C:15]2[C:2]([NH:1][C:35]([NH:34][C:31]4[CH:30]=[CH:29][C:28]([C:27]([F:26])([F:37])[F:38])=[CH:33][CH:32]=4)=[S:36])=[CH:3][CH:4]=[CH:5][C:6]2=[CH:7]3)[C:13]1=[O:16]. Reported procedure: 200 mg of 11-amino-2-[2-(dimethylamino)ethyl]-1H-dibenzo[de,h]isoquinoline-1,3(2H)-dione (obtained in example 3) (0.60 mmole) were dissolved in 10 ml of acetonitrile. 244 mg (2 molar equivalents) of 4-(trifluoromethyl)phenyl isothiocyanate was added and the reaction mixture was maintained at room temperature for 16 hours. The solvent was then evaporated under reduced pressure and the residue was submitted to a flash chromatography (SiO2, CH2Cl2/MeOH 95/5). 290 mg of the desired product (formula ...